From a dataset of the Open Reaction Database (ORD), a public repository of structured organic reaction records. describe an organic reaction: reactants, conditions, products, and yield Reactants: C(C1=CC=CC=C1)N1C[C@@H](N(CC1)C(=O)OC(C)(C)C)CCO (4-Benzyl-1-tert-butoxycarbonyl-2(S)-(2-hydroxyethyl)piperazine). The reagents and catalysts are [Pd] (Pd/C). Run in CO (methanol). The product is C(C)(C)(C)OC(=O)N1[C@H](CNCC1)CCO (1-tert-butoxycarbonyl-2(S)-(2-hydroxyethyl)piperazine), oil. RXN SMILES: C([N:8]1[CH2:13][CH2:12][N:11]([C:14]([O:16][C:17]([CH3:20])([CH3:19])[CH3:18])=[O:15])[C@@H:10]([CH2:21][CH2:22][OH:23])[CH2:9]1)C1C=CC=CC=1>CO.[Pd]>[C:17]([O:16][C:14]([N:11]1[CH2:12][CH2:13][NH:8][CH2:9][C@@H:10]1[CH2:21][CH2:22][OH:23])=[O:15])([CH3:20])([CH3:19])[CH3:18]. Procedure details: 4-Benzyl-1-tert-butoxycarbonyl-2(S)-(2-hydroxyethyl)piperazine (7.0 g, 21.8 mmol) was hydrogenated at 60 psi in methanol (80 mL) in the presence of 10% Pd/C (1.56 g) according to the procedure described in Example 2, Step C. The title compound was obtained as an oil (4.43 g). NMR (CD3OD, 300 MHz) δ 4.17 (1H, m), 3.80 (1H, d, J=4 Hz), 3.54 (2H, t, J=7Hz), 2.75-3.05 (4H, m), 2.58 (1H, dt, J=4, 13 Hz), 2.0 (1H, m), 1.8 (1H, m), 1.45 (9H, s). Starting materials: C(C)S(=O)(=O)CCC(=O)NNC(=O)N1C2=C(OC3=C(C1)C=CC=C3)C=CC(=C2)N (8-aminodibenz[b,f][1,4]oxazepine-10(11 H)-carboxylic acid, 2-[3-(ethylsulfonyl)-1-oxopropyl]hydrazide), C(C)=O (acetaldehyde), C(#N)[BH3-].[Na+] (sodium cyanoborohydride), O (water), C(C)#N (acetonitrile). Run in C(C)(=O)O (acetic acid), C(C)(=O)O (acetic acid). Run at time 2.5 hour. The product is C(C)S(=O)(=O)CCC(=O)NNC(=O)N1C2=C(OC3=C(C1)C=CC=C3)C=CC(=C2)N(CC)CC (8-(diethylamino)dibenz[b,f][1,4]oxazepine-10(11 H)-carboxylic acid, 2-[3-(ethylsulfonyl)-1-oxopropyl]hydrazide). Reaction SMILES: [CH2:1]([S:3]([CH2:6][CH2:7][C:8]([NH:10][NH:11][C:12]([N:14]1[CH2:20][C:19]2[CH:21]=[CH:22][CH:23]=[CH:24][C:18]=2[O:17][C:16]2[CH:25]=[CH:26][C:27]([NH2:29])=[CH:28][C:15]1=2)=[O:13])=[O:9])(=[O:5])=[O:4])[CH3:2].[CH:30](=O)[CH3:31].C([BH3-])#N.[Na+].O.[C:38](#N)[CH3:39]>C(O)(=O)C>[CH2:1]([S:3]([CH2:6][CH2:7][C:8]([NH:10][NH:11][C:12]([N:14]1[CH2:20][C:19]2[CH:21]=[CH:22][CH:23]=[CH:24][C:18]=2[O:17][C:16]2[CH:25]=[CH:26][C:27]([N:29]([CH2:30][CH3:31])[CH2:38][CH3:39])=[CH:28][C:15]1=2)=[O:13])=[O:9])(=[O:5])=[O:4])[CH3:2] |f:2.3|. Procedure: To a stirred solution of the title compound of Example 13 (2.0 g), acetaldehyde (3.0 mL), sodium cyanoborohydride (0.904 g), and water (2.6 mL) in acetonitrile (20 mL) was added glacial acetic acid (0.5 mL) over a period of 6 minutes. The reaction was stirred for 2.5 hours at ambient temperature, and then glacial acetic acid was added (0.5 mL), and the reaction was stirred for an additional 30 minutes. The resulting mixture was evaporated under vacuum, and the residue was partitioned between eth... The product is CC1(CO)CCN(Cc2ccc(OC3CN(C(=O)c4nnc(-c5ccccc5)o4)C3)cc2)C1. The reactants are CC1(CO)CCNC1, CS(C)=O, ClCCl, Cl, [Na+], O=C([O-])O, O=Cc1ccc(OC2CN(C(=O)c3nnc(-c4ccccc4)o3)C2)cc1. RXN SMILES: [CH3:28][C:29]1([CH2:34][OH:35])[CH2:30][NH:31][CH2:32][CH2:33]1.[CH3:41][S:42]([CH3:43])=[O:44].[Cl:45][CH2:46][Cl:47].[ClH:27].[Na+:40].[O-:36][C:37]([OH:38])=[O:39].[c:1]1(-[c:7]2[n:8][n:9][c:10]([C:12](=[O:13])[N:14]3[CH2:15][CH:16]([O:18][c:19]4[cH:20][cH:21][c:22]([CH:23]=[O:24])[cH:25][cH:26]4)[CH2:17]3)[o:11]2)[cH:2][cH:3][cH:4][cH:5][cH:6]1>>[c:1]1(-[c:7]2[n:8][n:9][c:10]([C:12](=[O:13])[N:14]3[CH2:15][CH:16]([O:18][c:19]4[cH:20][cH:21][c:22]([CH2:23][N:31]5[CH2:30][C:29]([CH3:28])([CH2:34][OH:35])[CH2:33][CH2:32]5)[cH:25][cH:26]4)[CH2:17]3)[o:11]2)[cH:2][cH:3][cH:4][cH:5][cH:6]1. Reported procedure: Ethylene glycol (0.2 mols) and dimethyl 2-vinylcyclopropane-1,1-dicarboxylate (0.2 mols) were combined with 0.1 gms dibutyltin diacetate and 0.1 gms hydroquinone. The temperature was gradually raised to 185° C. over a 3 hour period and then maintained for an additional 41/2 hours during which time about 3.2 gms methanol was collected. The temperature was then reduced to about 80° C. and a vacuum (0.1 mm Hg) pulled on the system to remove final traces of volatile products. The resulting light vis... Yields the product C(=C)C1C(C1)(C(=O)O)C(=O)O (2-vinylcyclopropane-1,1-dicarboxylic acid). RXN SMILES: C(O)CO.[CH:5]([CH:7]1[CH2:9][C:8]1([C:14]([O:16]C)=[O:15])[C:10]([O:12]C)=[O:11])=[CH2:6].C([O-])(=O)C.C([O-])(=O)C.C([Sn+2]CCCC)CCC.C1(C=CC(O)=CC=1)O>CO>[CH:5]([CH:7]1[CH2:9][C:8]1([C:14]([OH:16])=[O:15])[C:10]([OH:12])=[O:11])=[CH2:6] |f:2.3.4|. Run in CO (methanol). Reactants: C(CO)O (Ethylene glycol), C1(O)=CC=C(O)C=C1 (hydroquinone), C(=C)C1C(C1)(C(=O)OC)C(=O)OC (dimethyl 2-vinylcyclopropane-1,1-dicarboxylate), C(C)(=O)[O-].C(C)(=O)[O-].C(CCC)[Sn+2]CCCC (dibutyltin diacetate). Run at temperature 185 celsius.